This data is from the Open Reaction Database (ORD), a public repository of structured organic reaction records. The task is: describe an organic reaction: reactants, conditions, products, and yield Starting materials: C(C1=CC=CC=C1)NC=O (N-benzyl formamide), [S-]C#N.[Na+] (NaSCN). Reaction conditions: temperature 30 celsius, time 40 minute. Yields the product C(C1=CC=CC=C1)NC=O.[S-]C#N.[Na+] (N-benzyl formamide NaSCN). Isolated yield 100.3%. As a reaction SMILES: [CH2:1]([NH:8][CH:9]=[O:10])[C:2]1[CH:7]=[CH:6][CH:5]=[CH:4][CH:3]=1.[S-:11][C:12]#[N:13].[Na+:14]>>[CH2:1]([NH:8][CH:9]=[O:10])[C:2]1[CH:7]=[CH:6][CH:5]=[CH:4][CH:3]=1.[S-:11][C:12]#[N:13].[Na+:14] |f:1.2,3.4.5|. Procedure: To a round-bottom flask, 9.9 g of purified N-benzyl formamide and 4 g of NaSCN (sodium thiocyanate) were introduced. The mixture was agitated gradually under nitrogen atmosphere at 30° C. for 40 minutes, and then at room temperature for 5 hours to obtain 10.7 g of N-benzyl formamide-NaSCN eutectic mixture. Starting materials: C(C)OC(=O)C=1NC=C2C1NC=1CC(CC(C1C2C=2OC(=CC2)SC2=NC1=C(N2)C=CC=C1)=O)(C)C (9-[5-(1H-benzimidazol-2-ylsulfanyl)-furan-2-yl]-6,6-dimethyl-8-oxo-4,5,6,7,8,9-hexahydro-2H-pyrrolo[3,4-b]quinoline-3-carboxylic acid ethyl ester), [OH-].[Na+] (sodium hydroxide). Solvent: C(C)O (ethanol), O (water), O (Water). Reaction conditions: temperature 40 celsius, time 8 hour. Yields the product N1C(=NC2=C1C=CC=C2)SC2=CC=C(O2)C2C=1C(NC=3CC(CC(C23)=O)(C)C)=C(NC1)C(=O)O (9-[5-(1H-benzimidazol-2-ylsulfanyl)-furan-2-yl]-6,6-dimethyl-8-oxo-4,5,6,7,8,9-hexahydro-2H-pyrrolo[3,4-b]quinoline-3-carboxylic acid). Isolated yield 34.0%. RXN SMILES: C([O:3][C:4]([C:6]1[NH:7][CH:8]=[C:9]2[CH:18]([C:19]3[O:20][C:21]([S:24][C:25]4[NH:29][C:28]5[CH:30]=[CH:31][CH:32]=[CH:33][C:27]=5[N:26]=4)=[CH:22][CH:23]=3)[C:17]3[C:16](=[O:34])[CH2:15][C:14]([CH3:36])([CH3:35])[CH2:13][C:12]=3[NH:11][C:10]=12)=[O:5])C.[OH-].[Na+]>C(O)C.O>[NH:26]1[C:27]2[CH:33]=[CH:32][CH:31]=[CH:30][C:28]=2[N:29]=[C:25]1[S:24][C:21]1[O:20][C:19]([CH:18]2[C:17]3[C:16](=[O:34])[CH2:15][C:14]([CH3:36])([CH3:35])[CH2:13][C:12]=3[NH:11][C:10]3=[C:6]([C:4]([OH:5])=[O:3])[NH:7][CH:8]=[C:9]23)=[CH:23][CH:22]=1 |f:1.2|. Reported procedure: To a solution of 330 mg (0.657 mmol) of 9-[5-(1H-benzimidazol-2-ylsulfanyl)-furan-2-yl]-6,6-dimethyl-8-oxo-4,5,6,7,8,9-hexahydro-2H-pyrrolo[3,4-b]quinoline-3-carboxylic acid ethyl ester in 10 ml ethanol and 1 ml water was added 263 mg of sodium hydroxide in a round bottom flask. The reaction mixture was heated at 40° C. with stirring for 8 hours, and at 30° C. overnight. Water was added to the reaction mixture and it was extracted twice with ethyl acetate. The organic layers were washed with wat... Reactants: ClCCCOC(CCCC1=CC=CC=C1)C1=CC=CC=C1 (1-(3-chloropropoxy)-1,4-diphenylbutane), N1CCOCC1 (morpholine), C([O-])([O-])=O.[K+].[K+] (potassium carbonate), CN(C=O)C (dimethylformamide). Run in O (water). Reaction conditions: temperature 100 celsius. The product is O1CCN(CC1)CCCOC(CCCC1=CC=CC=C1)C1=CC=CC=C1 (1-(3-morpholinopropoxy)-1,4-diphenylbutane). RXN SMILES: Cl[CH2:2][CH2:3][CH2:4][O:5][CH:6]([C:16]1[CH:21]=[CH:20][CH:19]=[CH:18][CH:17]=1)[CH2:7][CH2:8][CH2:9][C:10]1[CH:15]=[CH:14][CH:13]=[CH:12][CH:11]=1.[NH:22]1[CH2:27][CH2:26][O:25][CH2:24][CH2:23]1.C(=O)([O-])[O-].[K+].[K+].CN(C)C=O>O>[O:25]1[CH2:26][CH2:27][N:22]([CH2:2][CH2:3][CH2:4][O:5][CH:6]([C:16]2[CH:21]=[CH:20][CH:19]=[CH:18][CH:17]=2)[CH2:7][CH2:8][CH2:9][C:10]2[CH:15]=[CH:14][CH:13]=[CH:12][CH:11]=2)[CH2:23][CH2:24]1 |f:2.3.4|. Reported procedure: A mixture of 1.5 g of 1-(3-chloropropoxy)-1,4-diphenylbutane, 7 ml of morpholine, 1,5 g of potassium carbonate and 15 ml of dimethylformamide was heated at 100° C. for 1 hour. After cooling, the reaction mixture was poured into water and extracted with ethyl acetate. The organic layer was washed with water, dried over anhydrous sodium sulfate, concentrated under reduced pressure and chromatographed on silica gel to give 1-(3-morpholinopropoxy)-1,4-diphenylbutane. M.P., 138°-139° C. (oxalate).